This data is from the Open Reaction Database (ORD), a public repository of structured organic reaction records. The task is: describe an organic reaction: reactants, conditions, products, and yield Starting materials: C(C)[Si](O[C@H]1C(N[C@H]1C=1OC=CC1)=O)(CC)CC ((3R, 4R)-3-Triethylsilyloxy-4-(2-furyl)azetidin-2-one), C(C)(C)N(CC)C(C)C (diisopropylethyl amine), C(C)(C)OC(=O)Cl (i-propylchloroformate). Reagents/catalysts: CN(C)C=1C=CN=CC1 (DMAP). The solvent is ClCCl (dichloromethane), ClCCl (dichloromethane). Run at time 1 hour. Yields the product C(C)[Si](O[C@H]1C(N([C@H]1C=1OC=CC1)C(=O)OC(C)C)=O)(CC)CC ((3R,4R)-3-Triethylsilyloxy-4-(2-furyl)-N-isopropyloxycarbonylazetidin-2-on). Isolated yield 96.1%. RXN SMILES: [CH2:1]([Si:3]([CH2:17][CH3:18])([CH2:15][CH3:16])[O:4][C@@H:5]1[C@H:8]([C:9]2[O:10][CH:11]=[CH:12][CH:13]=2)[NH:7][C:6]1=[O:14])[CH3:2].C(N(C(C)C)CC)(C)C.[CH:28]([O:31][C:32](Cl)=[O:33])([CH3:30])[CH3:29]>ClCCl.CN(C1C=CN=CC=1)C>[CH2:17]([Si:3]([CH2:15][CH3:16])([CH2:1][CH3:2])[O:4][C@@H:5]1[C@H:8]([C:9]2[O:10][CH:11]=[CH:12][CH:13]=2)[N:7]([C:32]([O:31][CH:28]([CH3:30])[CH3:29])=[O:33])[C:6]1=[O:14])[CH3:18]. Reported procedure: (3R, 4R)-3-Triethylsilyloxy-4-(2-furyl)azetidin-2-one (0.51 g, 1.91 mmol) in 25 mL of dichloromethane was stirred with diisopropylethyl amine (0.78 mL, 4.4 mmol) and i-propylchloroformate (4.0 mL, 1.0M in toluene, 4.0 mmol) in addition to a catalytic amount of DMAP. The solution was stirred for 1 h and diluted with dichloromethane and washed with brine, dried over MgSO4 and concentrated. The residue was chromatographed over silica gel (eluted with 5:1 hexane/ethyl acetate) to give 649 mg of the ... Reactants: [Cl-].[NH4+] (ammonium chloride), N1(CCOCC1)CC=1C=C(C=CC1)C=1OC(C2=C(N1)SC1=C2CCCC1)=O (2-[3-(morpholin-4-ylmethyl)phenyl]-5,6,7,8-tetrahydro-4H-[1]benzothieno[2,3-d][1,3]oxazin-4-one), C(C)N(C1=NC=C(C=N1)N)CC (2-N,2-N-diethylpyrimidine-2,5-diamine), C[Si]([N-][Si](C)(C)C)(C)C.[Li+] (lithium hexamethyldisilazide). Run in C1CCOC1 (THF). Run at time 1 hour. Product: Cl.Cl.C(C)N(C1=NC=C(C=N1)NC(=O)C1=C(SC2=C1CCCC2)NC(C2=CC(=CC=C2)CN2CCOCC2)=O)CC (N-[2-(diethylamino)pyrimidin-5-yl]-2-{[3-(morpholin-4-ylmethyl)benzoyl]amino}-4,5,6,7-tetrahydro-1-benzothiophene-3-carboxamide dihydrochloride). As a reaction SMILES: [N:1]1([CH2:7][C:8]2[CH:9]=[C:10]([C:14]3[O:15][C:16](=[O:27])[C:17]4[C:22]5[CH2:23][CH2:24][CH2:25][CH2:26][C:21]=5[S:20][C:18]=4[N:19]=3)[CH:11]=[CH:12][CH:13]=2)[CH2:6][CH2:5][O:4][CH2:3][CH2:2]1.[CH2:28]([N:30]([CH2:38][CH3:39])[C:31]1[N:36]=[CH:35][C:34]([NH2:37])=[CH:33][N:32]=1)[CH3:29].C[Si](C)(C)[N-][Si](C)(C)C.[Li+].[Cl-:50].[NH4+]>C1COCC1>[ClH:50].[ClH:50].[CH2:38]([N:30]([CH2:28][CH3:29])[C:31]1[N:36]=[CH:35][C:34]([NH:37][C:16]([C:17]2[C:22]3[CH2:23][CH2:24][CH2:25][CH2:26][C:21]=3[S:20][C:18]=2[NH:19][C:14](=[O:15])[C:10]2[CH:11]=[CH:12][CH:13]=[C:8]([CH2:7][N:1]3[CH2:2][CH2:3][O:4][CH2:5][CH2:6]3)[CH:9]=2)=[O:27])=[CH:33][N:32]=1)[CH3:39] |f:2.3,4.5,7.8.9|. Procedure details: To a mixture of 350 mg of 2-[3-(morpholin-4-ylmethyl)phenyl]-5,6,7,8-tetrahydro-4H-[1]benzothieno[2,3-d][1,3]oxazin-4-one, 150 mg of 2-N,2-N-diethylpyrimidine-2,5-diamine and 5.0 mL of THF was added dropwise 1.0 mL of lithium hexamethyldisilazide (1.0 M in THF) under ice cooling, followed by stirring for 1 hour at the same temperature. A saturated aqueous ammonium chloride solution was added to the reaction mixture, followed by extraction with ethyl acetate. The organic layer was washed with sat... Starting materials: C(C)OC(OCC)OCC (triethylorthoformate), C(C)(=O)OC(C)=O (acetic anhydride), FC(C(CC(=O)OCC)=O)(C(F)(F)F)F (ethyl 4,4,5,5,5-pentafluoro-3-oxopentanoate). Run at temperature 135 celsius, time 2 hour. The product is C(C)OC(C(C(C(C(F)(F)F)(F)F)=O)=COCC)=O (Ethyl-2-(ethoxymethylene)-4,4,5,5,5-pentafluoro-3-oxopentanoate). Reaction SMILES: C(O[CH:4]([O:8][CH2:9][CH3:10])[O:5]CC)C.C(OC(=O)C)(=O)C.[F:18][C:19]([F:32])([C:28]([F:31])([F:30])[F:29])[C:20](=[O:27])[CH2:21][C:22]([O:24][CH2:25][CH3:26])=O>>[CH2:9]([O:8][C:4](=[O:5])[C:21](=[CH:22][O:24][CH2:25][CH3:26])[C:20](=[O:27])[C:19]([F:18])([F:32])[C:28]([F:29])([F:30])[F:31])[CH3:10]. Procedure details: A sealable vial was charged with triethylorthoformate (1.07 mL, 6.41 mmol), acetic anhydride (3.22 mL, 34.2 mmol) and ethyl 4,4,5,5,5-pentafluoro-3-oxopentanoate (0.747 mL, 4.27 mmol), and the resulting mixture was capped and stirred at 135° C. After 2 h, the reaction mixture was allowed to cool to room temperature, and the volatiles were removed in vacuo to provide the title compound as a mixture of olefin isomers, which was used without further purification. Starting materials: CC12S[C@H]3N(C1(C(=O)O)C2)C(C3NC(CC3=CC=CC=C3)=O)=O (2-methyl-2,3-methylene-6-(2-phenylacetamido)penam-3-carboxylic acid), [Br-].[Al+3].[Br-].[Br-] (aluminum bromide), Cl (hydrochloric acid). Solvent: C(=S)=S (carbon disulfide), C(=S)=S (carbon disulfide). Reaction conditions: time 20 hour. Yields the product CC1S[C@H]2N(C(=C1)C(=O)O)C(C2NC(CC2=CC=CC=C2)=O)=O (2-methyl-7-(2-phenylacetamido)-3-cephem-4-carboxylic acid). The yield is 50.0%. RXN SMILES: [Br-].[Al+3].[Br-].[Br-].[CH3:5][C:6]12[CH2:14][C:10]1([C:11]([OH:13])=[O:12])[N:9]1[C:15](=[O:27])[CH:16]([NH:17][C:18](=[O:26])[CH2:19][C:20]3[CH:25]=[CH:24][CH:23]=[CH:22][CH:21]=3)[C@H:8]1[S:7]2.Cl>C(=S)=S>[CH3:5][CH:6]1[CH:14]=[C:10]([C:11]([OH:13])=[O:12])[N:9]2[C:15](=[O:27])[CH:16]([NH:17][C:18](=[O:26])[CH2:19][C:20]3[CH:21]=[CH:22][CH:23]=[CH:24][CH:25]=3)[C@H:8]2[S:7]1 |f:0.1.2.3|. Procedure: A solution of aluminum bromide (1.7 g.) in carbon disulfide (40 ml.) was dropwise added under stirring at room temperature to a suspension of 2-methyl-2,3-methylene-6-(2-phenylacetamido)penam-3-carboxylic acid (0.66 g.) in carbon disulfide (70 ml.) and the mixture was stirred for 20 hours at the same temperature. After the reaction was completed, the reaction mixture was poured into 5% hydrochloric acid (200 ml.) and the hydrochloric acid layer was separated and then extracted with ethyl acetate... The reactants are O[C@H]1[C@@](CC2=CC=CC=C12)(C=1CC2=CC=CC=C2C1)CC1=CC=C(C(=O)O)C=C1 (4-(((1S,2S)-1-hydroxy-2,3-dihydro-1H,1′H-[2,2′-biinden]-2-yl)methyl)benzoic acid), C(=O)([O-])[O-].[K+].[K+] (K2CO3), C(C)I (EtI). The solvent is Cl (HCl), CN(C)C=O (DMF). Run at time 4 hour. Yields the product O[C@H]1[C@@](CC2=CC=CC=C12)(C=1CC2=CC=CC=C2C1)CC1=CC=C(C(=O)OCC)C=C1 (ethyl 4-(((1S,2S)-1-hydroxy-2,3-dihydro-1H,1′H-[2,2′-biinden]-2-yl)methyl)benzoate). The yield is 51.5%. RXN SMILES: [OH:1][C@@H:2]1[C:10]2[C:5](=[CH:6][CH:7]=[CH:8][CH:9]=2)[CH2:4][C@@:3]1([CH2:20][C:21]1[CH:29]=[CH:28][C:24]([C:25]([OH:27])=[O:26])=[CH:23][CH:22]=1)[C:11]1[CH2:12][C:13]2[C:18]([CH:19]=1)=[CH:17][CH:16]=[CH:15][CH:14]=2.C([O-])([O-])=O.[K+].[K+].[CH2:36](I)[CH3:37]>CN(C=O)C.Cl>[OH:1][C@@H:2]1[C:10]2[C:5](=[CH:6][CH:7]=[CH:8][CH:9]=2)[CH2:4][C@@:3]1([CH2:20][C:21]1[CH:29]=[CH:28][C:24]([C:25]([O:27][CH2:36][CH3:37])=[O:26])=[CH:23][CH:22]=1)[C:11]1[CH2:12][C:13]2[C:18]([CH:19]=1)=[CH:17][CH:16]=[CH:15][CH:14]=2 |f:1.2.3|. Procedure: To a solution of 4-(((1S,2S)-1-hydroxy-2,3-dihydro-1H,1′H-[2,2′-biinden]-2-yl)methyl)benzoic acid (100 mg, 0.26 mmol) and K2CO3 (72 mg, 0.52 mmol) in DMF (2.5 mL), was added EtI (81 mg, 0.52 mmol) and then stirred at room temperature for 4 h. The reaction mixture was diluted with 1.5 N HCl (50 mL) and extracted with ethyl acetate (3×25 mL). The organic layer was washed with 10% aq. NaHCO3 (25 mL), brine (25 mL), dried over anhydrous Na2SO4 and evaporated under reduced pressure. The residue was p... Reactants: Cn1c(CBr)nc2c(N3CCOCC3)nc(Cl)nc21, CN(C)C1CCNCC1. Yields the product CN(C)C1CCN(Cc2nc3c(N4CCOCC4)nc(Cl)nc3n2C)CC1. As a reaction SMILES: [Br:10][CH2:11][c:12]1[n:13]([CH3:28])[c:14]2[n:15][c:16]([Cl:27])[n:17][c:18]([N:21]3[CH2:22][CH2:23][O:24][CH2:25][CH2:26]3)[c:19]2[n:20]1.[CH3:1][N:2]([CH:3]1[CH2:4][CH2:5][NH:6][CH2:7][CH2:8]1)[CH3:9]>>[CH3:1][N:2]([CH:3]1[CH2:4][CH2:5][N:6]([CH2:11][c:12]2[n:13]([CH3:28])[c:14]3[n:15][c:16]([Cl:27])[n:17][c:18]([N:21]4[CH2:22][CH2:23][O:24][CH2:25][CH2:26]4)[c:19]3[n:20]2)[CH2:7][CH2:8]1)[CH3:9]. Starting materials: [H][H] (hydrogen), [H][H] (hydrogen), N1(CCCC1)C1=C(C=NC=C1)[N+](=O)[O-] (4-pyrrolidine-1-yl-3-nitropyridine). Reagents/catalysts: [C].[Pd] (palladium-carbon). Run in O1CCOCC1 (1,4-dioxane). Run at time 15 hour. Product: NC=1C=NC=CC1N1CCCC1 (3-Amino-4-pyrrolidine-1-yl-pyridine). Yield: 90.7%. RXN SMILES: [N:1]1([C:6]2[CH:11]=[CH:10][N:9]=[CH:8][C:7]=2[N+:12]([O-])=O)[CH2:5][CH2:4][CH2:3][CH2:2]1.[H][H]>O1CCOCC1.[C].[Pd]>[NH2:12][C:7]1[CH:8]=[N:9][CH:10]=[CH:11][C:6]=1[N:1]1[CH2:2][CH2:3][CH2:4][CH2:5]1 |f:3.4|. Procedure details: 4-pyrrolidine-1-yl-3-nitropyridine (2.10 g, 10.9 mmol) was dissolved in 40 ml of 1,4-dioxane. After the atmosphere was replaced with nitrogen, 0.42 g of 10% palladium-carbon was added thereto. After the atmosphere was replaced with hydrogen, hydrogen addition was conducted with stirring at room temperature for about 15 hours. Palladium-carbon was removed by filtraton and the filtered cake was washed with 1,4-dioxane. The filtrate and the washings were combined and then concentrated to obtain 1.6... Starting materials: O=c1ccn(C2OC(CO)C(O)C2F)c(=O)[nH]1, [K+], [K+], [K+], [K+], [K+], [N-]=[N+]=[N-], CCCOc1nc(N)nc2nc[nH]c12, [OH-], O=P([O-])([O-])[O-]. Product: CCCOc1nc(N)nc2c1ncn2C1OC(CO)C(O)C1F. As a reaction SMILES: [F:15][CH:16]1[CH:17]([n:24]2[cH:25][cH:26][c:27](=[O:28])[nH:29][c:30]2=[O:31])[O:18][CH:19]([CH2:22][OH:23])[CH:20]1[OH:21].[K+:35].[K+:37].[K+:43].[K+:44].[K+:45].[N-:32]=[N+:33]=[N-:34].[NH2:1][c:2]1[n:3][c:4]([O:11][CH2:12][CH2:13][CH3:14])[c:5]2[nH:6][cH:7][n:8][c:9]2[n:10]1.[OH-:36].[P:38]([O-:39])([O-:40])([O-:41])=[O:42]>>[NH2:1][c:2]1[n:3][c:4]([O:11][CH2:12][CH2:13][CH3:14])[c:5]2[n:6][cH:7][n:8]([CH:17]3[CH:16]([F:15])[CH:20]([OH:21])[CH:19]([CH2:22][OH:23])[O:18]3)[c:9]2[n:10]1. Reaction SMILES: Br[C:2]1[CH:7]=[C:6]([C:8]([F:11])([F:10])[F:9])[CH:5]=[CH:4][C:3]=1/[CH:12]=[CH:13]/[C:14]([NH:16][C:17]1[CH:18]=[C:19]2[C:23](=[CH:24][CH:25]=1)[NH:22][CH:21]=[CH:20]2)=[O:15].[N:26]1[CH:31]=[CH:30][C:29](B(O)O)=[CH:28][CH:27]=1>>[NH:22]1[C:23]2[C:19](=[CH:18][C:17]([NH:16][C:14](=[O:15])/[CH:13]=[CH:12]/[C:3]3[CH:4]=[CH:5][C:6]([C:8]([F:11])([F:10])[F:9])=[CH:7][C:2]=3[C:29]3[CH:30]=[CH:31][N:26]=[CH:27][CH:28]=3)=[CH:25][CH:24]=2)[CH:20]=[CH:21]1. Yields the product N1C=CC2=CC(=CC=C12)NC(\C=C\C1=C(C=C(C=C1)C(F)(F)F)C1=CC=NC=C1)=O ((2E)-N-Indol-5-yl-3-[2-(4-pyridyl)-4-(trifluoromethyl)phenyl]prop-2-enamide). Procedure: Analogous to the procedure used to prepare Example 100, (2E)-3-[2-bromo-4-(trifluoromethyl)phenyl]-N-indol-5-ylprop-2-enamide, Example 97, (120 mg, 0.29 mmol) and pyridine-4-boronic acid (72 mg, 0.59 mmol, Frontier Scientific) provided, after purification by silica gel chromatography (gradient: 0-60%EtOAc in hexane), the title product as a yellow solid. MP 229-234° C. MS (ESI, pos. ion) m/z: 408 (M+1). Reactants: BrC1=C(C=CC(=C1)C(F)(F)F)/C=C/C(=O)NC=1C=C2C=CNC2=CC1 ((2E)-3-[2-bromo-4-(trifluoromethyl)phenyl]-N-indol-5-ylprop-2-enamide), N1=CC=C(C=C1)B(O)O (pyridine-4-boronic acid).